From a dataset of the Open Reaction Database (ORD), a public repository of structured organic reaction records. describe an organic reaction: reactants, conditions, products, and yield Starting materials: ClC=1C=CC(=NC1)NC(SCCC(C)=O)=S (3-oxobutyl 5-chloropyrid-2-yldithiocarbamate), [BH4-].[K+] (potassium borohydride). The solvent is CO (methanol), O (water), C(Cl)(Cl)Cl (chloroform). Conditions: time 1 hour. Product: ClC=1C=CC(=NC1)NC(SCCC(C)O)=S (3-Hydroxybutyl 5-chloropyrid-2-yldithiocarbamate). The yield is 62.4%. RXN SMILES: [Cl:1][C:2]1[CH:3]=[CH:4][C:5]([NH:8][C:9](=[S:16])[S:10][CH2:11][CH2:12][C:13](=[O:15])[CH3:14])=[N:6][CH:7]=1.[BH4-].[K+]>CO.O.C(Cl)(Cl)Cl>[Cl:1][C:2]1[CH:3]=[CH:4][C:5]([NH:8][C:9](=[S:16])[S:10][CH2:11][CH2:12][CH:13]([OH:15])[CH3:14])=[N:6][CH:7]=1 |f:1.2|. Procedure: The procedure of Example 3 is followed, but a suspension of 3-oxobutyl 5-chloropyrid-2-yldithiocarbamate (17.5 g) in methanol (220 cc) and a solution of potassium borohydride (3.44 g) in distilled water (55 cc) are used as the starting materials at a maximum of 30° C. The reaction is allowed to proceed for 1 hour at between 20° and 30° C. The resulting product (14.2 g; m.p.=115° C.) is dissolved in chloroform (500 cc). The solution is chromatographed on silica (0.2-0.5 mm) (140 g) contained in a... As a reaction SMILES: [Ag+2:24].[C:20](=[O:21])([O-:22])[O-:23].[CH3:14][O:15][CH2:16][CH2:17][OH:18].[Cl:1][c:2]1[c:3]([CH2:4][Cl:5])[c:6]([Cl:13])[cH:7][c:8]([N+:10](=[O:11])[O-:12])[cH:9]1.[OH2:19]>>[Cl:1][c:2]1[c:3]([CH2:4][OH:15])[c:6]([Cl:13])[cH:7][c:8]([N+:10](=[O:11])[O-:12])[cH:9]1. Yields the product O=[N+]([O-])c1cc(Cl)c(CO)c(Cl)c1. Reactants: [Ag+2], O=C([O-])[O-], COCCO, O=[N+]([O-])c1cc(Cl)c(CCl)c(Cl)c1, O. Procedure details: Yellow oil prepared from (4-amino-butyl)-methyl-carbamic acid tert-butyl ester and 5-chloro-3-methyl-pyridine-2-carbaldehyde. 1H NMR (CDCl3) δ 1.44 (s, 9H), 1.50-1.60 (m, 4H), 2.27 (s, 3H), 2.30-2.36 (m, 2H), 2.83 (s, 3H), 3.20-3.26 (m, 2H), 3.83 (s, 2H), 8.34 (d, 1H, J=1.5 Hz), 7.4 (d, 1H, J=1.9 Hz). Reaction SMILES: [C:1]([O:5][C:6](=[O:14])[N:7]([CH2:9][CH2:10][CH2:11][CH2:12][NH2:13])[CH3:8])([CH3:4])([CH3:3])[CH3:2].[Cl:15][C:16]1[CH:17]=[C:18]([CH3:24])[C:19]([CH:22]=O)=[N:20][CH:21]=1>>[C:1]([O:5][C:6](=[O:14])[N:7]([CH2:9][CH2:10][CH2:11][CH2:12][NH:13][CH2:22][C:19]1[C:18]([CH3:24])=[CH:17][C:16]([Cl:15])=[CH:21][N:20]=1)[CH3:8])([CH3:4])([CH3:2])[CH3:3]. The reactants are C(C)(C)(C)OC(N(C)CCCCN)=O ((4-amino-butyl)-methyl-carbamic acid tert-butyl ester), ClC=1C=C(C(=NC1)C=O)C (5-chloro-3-methyl-pyridine-2-carbaldehyde). The product is C(C)(C)(C)OC(N(C)CCCCNCC1=NC=C(C=C1C)Cl)=O ({4-[(5-Chloro-3-methyl-pyridin-2-ylmethyl)-amino]-butyl}-methyl-carbamic acid tert-butyl ester).